Dataset: the Open Reaction Database (ORD), a public repository of structured organic reaction records. Task: describe an organic reaction: reactants, conditions, products, and yield Reactants: C(C=C)(=O)OCCCC (butyl acrylate), C(C=C)(=O)OCCCC (butyl acrylate), C(CCC)O (butanol). Solvent: O (water). The product is C(CCC)O.C(C=C)(=O)OCCCC (butanol butyl acrylate). Reaction SMILES: [C:1]([O:5][CH2:6][CH2:7][CH2:8][CH3:9])(=[O:4])[CH:2]=[CH2:3].C(O)CCC>O>[CH2:6]([OH:5])[CH2:7][CH2:8][CH3:9].[C:1]([O:5][CH2:6][CH2:7][CH2:8][CH3:9])(=[O:4])[CH:2]=[CH2:3] |f:3.4|. Procedure: U.S. Pat. No. 4,280,010 discloses a process for making butyl acrylate in which the reaction overhead is passed to a reactor column with the distillate being a butyl acrylate, butanol and water azeotrope. A reflux is used in the reactor column. The remainder of the distillate is sent to a dehydration column and the organic product is further distilled to provide a butanol—butyl acrylate azeotrope being recycled to the reactor and butyl acrylate stream being obtained at the base of the column.